This data is from the Open Reaction Database (ORD), a public repository of structured organic reaction records. The task is: describe an organic reaction: reactants, conditions, products, and yield Starting materials: [N+](=O)([O-])C=1C=C(CN)C=CC1 (3-nitrobenzylamine), ClC=1C2=C(N=C(N1)C1=CC=NO1)SC(=C2C)C (4-chloro-2-(isoxazol-5-yl)-5,6-dimethyl-thieno-[2,3-d]-pyrimidine). Yields the product O1N=CC=C1C=1N=C(C2=C(N1)SC(=C2C)C)NCC2=CC(=CC=C2)[N+](=O)[O-] (2-(isoxazol-5-yl)-4-(3-nitrobenzylamino)-5,6-dimethyl-thieno-[2,3-d]-pyrimidine). Reaction SMILES: [N+:1]([C:4]1[CH:5]=[C:6]([CH:9]=[CH:10][CH:11]=1)[CH2:7][NH2:8])([O-:3])=[O:2].Cl[C:13]1[C:14]2[C:26]([CH3:27])=[C:25]([CH3:28])[S:24][C:15]=2[N:16]=[C:17]([C:19]2[O:23][N:22]=[CH:21][CH:20]=2)[N:18]=1>>[O:23]1[C:19]([C:17]2[N:18]=[C:13]([NH:8][CH2:7][C:6]3[CH:9]=[CH:10][CH:11]=[C:4]([N+:1]([O-:3])=[O:2])[CH:5]=3)[C:14]3[C:26]([CH3:27])=[C:25]([CH3:28])[S:24][C:15]=3[N:16]=2)=[CH:20][CH:21]=[N:22]1. Procedure: With the procedure of Example 1, the reaction of 3-nitrobenzylamine with 4-chloro-2-(isoxazol-5-yl)-5,6-dimethyl-thieno-[2,3-d]-pyrimidine yields 2-(isoxazol-5-yl)-4-(3-nitrobenzylamino)-5,6-dimethyl-thieno-[2,3-d]-pyrimidine.